Dataset: the Open Reaction Database (ORD), a public repository of structured organic reaction records. Task: describe an organic reaction: reactants, conditions, products, and yield Starting materials: [BH4-].[Na+] (sodium borohydride), FC1=NC=C(C=C1)C(=C)C1=CC=C(C=C1)SC (2-Fluoro-5-(1-(4-(methylthio)phenyl)vinyl)pyridine), [BH4-].[Na+] (sodium borohydride), [BH4-].[Na+] (sodium borohydride), RuCl3. The reagents and catalysts are O.[Ru](Cl)(Cl)Cl (ruthenium trichloride hydrate). Solvent: C1CCOC1 (THF), C1CCOC1 (THF), O (water), C(Cl)Cl (DCM), O (water). Conditions: time 2 hour. Yields the product FC1=NC=C(C=C1)C(C)C1=CC=C(C=C1)SC (2-fluoro-5-(1-(4-(methylthio)phenyl)ethyl)pyridine). Yield: 87.6%. As a reaction SMILES: [F:1][C:2]1[CH:7]=[CH:6][C:5]([C:8]([C:10]2[CH:15]=[CH:14][C:13]([S:16][CH3:17])=[CH:12][CH:11]=2)=[CH2:9])=[CH:4][N:3]=1.[BH4-].[Na+]>C1COCC1.O.C(Cl)Cl.O.[Ru](Cl)(Cl)Cl>[F:1][C:2]1[CH:7]=[CH:6][C:5]([CH:8]([C:10]2[CH:11]=[CH:12][C:13]([S:16][CH3:17])=[CH:14][CH:15]=2)[CH3:9])=[CH:4][N:3]=1 |f:1.2,6.7|. Procedure details: 2-Fluoro-5-(1-(4-(methylthio)phenyl)vinyl)pyridine (992 mg, 4.04 mmol) was dissolved in THF (12 mL) and water (4 mL) and the flask was cooled in an ice water bath under nitrogen. Then, ruthenium trichloride hydrate (212.4 mg, 0.9422 mmol) was added, and then sodium borohydride (393 mg, 10.4 mmol) was added portionwise over about 5 min. More THF (2 mL) was added, and the reaction was warmed to room temperature and stirred. After 2 hours and 15 minutes, more RuCl3*H2O (214 mg, 0.951 mmol) was adde... Starting materials: CN1CCNCC1, O=C(O)Cc1c(-c2ccc(Cl)cc2)nc2ccccn12, O=C(Cl)C(=O)Cl, CN(C)C=O, O. The product is CN1CCN(C(=O)Cc2c(-c3ccc(Cl)cc3)nc3ccccn23)CC1. As a reaction SMILES: [CH3:27][N:28]1[CH2:29][CH2:30][NH:31][CH2:32][CH2:33]1.[Cl:1][c:2]1[cH:3][cH:4][c:5](-[c:8]2[n:9][c:10]3[n:11]([cH:12][cH:13][cH:14][cH:15]3)[c:16]2[CH2:17][C:18](=[O:19])[OH:20])[cH:6][cH:7]1.[Cl:21][C:22]([C:23]([Cl:24])=[O:25])=[O:26].[O:35]=[CH:36][N:37]([CH3:38])[CH3:39].[OH2:34]>>[Cl:1][c:2]1[cH:3][cH:4][c:5](-[c:8]2[n:9][c:10]3[n:11]([cH:12][cH:13][cH:14][cH:15]3)[c:16]2[CH2:17][C:18](=[O:20])[N:31]2[CH2:30][CH2:29][N:28]([CH3:27])[CH2:33][CH2:32]2)[cH:6][cH:7]1. Starting materials: [N+](=O)([O-])C1=C(C=CC=C1)C (o-nitrotoluene), C=O (paraformaldehyde), [OH-].[K+] (potassium hydroxide). Run in O (water), CN(C=O)C (dimethyl formamide), CN(C=O)C (dimethyl formamide). Reaction conditions: temperature 70 celsius. Yields the product [N+](=O)([O-])C1=C(C=CC=C1)CCO (2-(o-nitrophenyl)-ethanol). Yield: 41.9%. As a reaction SMILES: [N+:1]([C:4]1[CH:9]=[CH:8][CH:7]=[CH:6][C:5]=1[CH3:10])([O-:3])=[O:2].[CH2:11]=[O:12].[OH-].[K+]>CN(C)C=O.O>[N+:1]([C:4]1[CH:9]=[CH:8][CH:7]=[CH:6][C:5]=1[CH2:10][CH2:11][OH:12])([O-:3])=[O:2] |f:2.3|. Procedure: A mixture of 137 g (1 mole) of o-nitrotoluene, 60 g of paraformaldehyde and 400 ml of dimethyl formamide containing 0.5% by weight of water is heated to 70° C. under stirring. Thereafter 40 g of potassium hydroxide, covered with 100 ml dimethyl formamide, are added to the mixture at such a rate that the temperature of the reaction mixture does not increase above 120° C. The resulting mixture is stirred for 3 minutes at a temperature above 85° C., thereafter it is cooled and filtered through a si...